The task is: describe an organic reaction: reactants, conditions, products, and yield. This data is from the Open Reaction Database (ORD), a public repository of structured organic reaction records. As a reaction SMILES: [CH3:1][O:2][C:3]([CH2:4][n:5]1[c:6]([CH3:31])[c:7]([CH2:15][c:16]2[c:17]([S:22](=[O:23])(=[O:24])[c:25]3[cH:26][cH:27][cH:28][cH:29][cH:30]3)[n:18][cH:19][cH:20][cH:21]2)[c:8]2[cH:9][c:10]([F:14])[cH:11][cH:12][c:13]12)=[O:32].[Li+:33].[O:35]1[CH2:36][CH2:37][CH2:38][CH2:39]1.[OH-:34]>>[O:2]=[C:3]([CH2:4][n:5]1[c:6]([CH3:31])[c:7]([CH2:15][c:16]2[c:17]([S:22](=[O:23])(=[O:24])[c:25]3[cH:26][cH:27][cH:28][cH:29][cH:30]3)[n:18][cH:19][cH:20][cH:21]2)[c:8]2[cH:9][c:10]([F:14])[cH:11][cH:12][c:13]12)[OH:32]. Starting materials: COC(=O)Cn1c(C)c(Cc2cccnc2S(=O)(=O)c2ccccc2)c2cc(F)ccc21, [Li+], C1CCOC1, [OH-]. Yields the product Cc1c(Cc2cccnc2S(=O)(=O)c2ccccc2)c2cc(F)ccc2n1CC(=O)O. Reactants: Cc1ccccc1, CC1CCCC(C)N1, O=C(Cl)OCCl, Cl. Yields the product CC1CCCC(C)N1C(=O)OCCl. RXN SMILES: [CH3:16][c:17]1[cH:18][cH:19][cH:20][cH:21][cH:22]1.[CH3:7][CH:8]1[NH:9][CH:10]([CH3:14])[CH2:11][CH2:12][CH2:13]1.[Cl:1][C:2](=[O:3])[O:4][CH2:5][Cl:6].[ClH:15]>>[C:2](=[O:3])([O:4][CH2:5][Cl:6])[N:9]1[CH:8]([CH3:7])[CH2:13][CH2:12][CH2:11][CH:10]1[CH3:14]. Reported procedure: A dioxane (1.5 ml) solution of the 2,5-dichloro-4-[(4-chlorophenylthio)(2,5-difluorophenyl)methyl]pyridine (191 mg, 0.458 mmol) obtained in Example 54 and 3-amino-2,2-dimethylpropan-1-ol (515 mg, 5.00 mmol) was heated at 120° C. for 3 days in a sealed tube. The reaction mixture was cooled to room temperature and then, concentrated under reduced pressure. Ethyl acetate was added to the residue. The resulting mixture was washed sequentially with water and brine, dried over anhydrous sodium sulfate... Yields the product ClC=1C(=CC(=NC1)NCC(CO)(C)C)C(C1=C(C=CC(=C1)F)F)SC1=CC=C(C=C1)Cl (3-[5-Chloro-4-[(4-chlorophenylthio)(2,5-difluorophenyl)methyl]pyridin-2-ylamino]-2,2-dimethylpropan-1-ol). Solvent: CCCCCC (hexane). As a reaction SMILES: O1CCOCC1.Cl[C:8]1[CH:13]=[C:12]([CH:14]([S:23][C:24]2[CH:29]=[CH:28][C:27]([Cl:30])=[CH:26][CH:25]=2)[C:15]2[CH:20]=[C:19]([F:21])[CH:18]=[CH:17][C:16]=2[F:22])[C:11]([Cl:31])=[CH:10][N:9]=1.[NH2:32][CH2:33][C:34]([CH3:38])([CH3:37])[CH2:35][OH:36]>CCCCCC>[Cl:31][C:11]1[C:12]([CH:14]([S:23][C:24]2[CH:25]=[CH:26][C:27]([Cl:30])=[CH:28][CH:29]=2)[C:15]2[CH:20]=[C:19]([F:21])[CH:18]=[CH:17][C:16]=2[F:22])=[CH:13][C:8]([NH:32][CH2:33][C:34]([CH3:38])([CH3:37])[CH2:35][OH:36])=[N:9][CH:10]=1. Isolated yield 90.0%. Starting materials: O1CCOCC1 (dioxane), ClC1=NC=C(C(=C1)C(C1=C(C=CC(=C1)F)F)SC1=CC=C(C=C1)Cl)Cl (2,5-Dichloro-4-[(4-chlorophenylthio)-(2,5-difluorophenyl)methyl]pyridine), NCC(CO)(C)C (3-amino-2,2-dimethylpropan-1-ol). Starting materials: CS(=O)(=O)Cl, ClCCl, Nc1cccc(NC(=O)C(=O)N2CCC(Cc3ccccc3)CC2)c1, [Na+], O=C([O-])O, c1ccncc1. The product is CS(=O)(=O)Nc1cccc(NC(=O)C(=O)N2CCC(Cc3ccccc3)CC2)c1. As a reaction SMILES: [CH3:32][S:33]([Cl:34])(=[O:35])=[O:36].[Cl:42][CH2:43][Cl:44].[NH2:1][c:2]1[cH:3][c:4]([NH:8][C:9]([C:10](=[O:11])[N:12]2[CH2:13][CH2:14][CH:15]([CH2:18][c:19]3[cH:20][cH:21][cH:22][cH:23][cH:24]3)[CH2:16][CH2:17]2)=[O:25])[cH:5][cH:6][cH:7]1.[Na+:37].[OH:38][C:39](=[O:40])[O-:41].[cH:26]1[cH:27][cH:28][n:29][cH:30][cH:31]1>>[NH:1]([c:2]1[cH:3][c:4]([NH:8][C:9]([C:10](=[O:11])[N:12]2[CH2:13][CH2:14][CH:15]([CH2:18][c:19]3[cH:20][cH:21][cH:22][cH:23][cH:24]3)[CH2:16][CH2:17]2)=[O:25])[cH:5][cH:6][cH:7]1)[S:33]([CH3:32])(=[O:35])=[O:36]. The reactants are CO, [H][H], COc1cc2nc(N3CCc4cc(OCc5ccccc5)c(OC)cc4C3)cc(N)c2cc1OC. The product is COc1cc2c(cc1O)CCN(c1cc(N)c3cc(OC)c(OC)cc3n1)C2. RXN SMILES: [CH3:38][OH:39].[H:36][H:37].[NH2:1][c:2]1[cH:3][c:4]([N:16]2[CH2:17][c:18]3[cH:19][c:20]([O:34][CH3:35])[c:21]([O:26][CH2:27][c:28]4[cH:29][cH:30][cH:31][cH:32][cH:33]4)[cH:22][c:23]3[CH2:24][CH2:25]2)[n:5][c:6]2[cH:7][c:8]([O:14][CH3:15])[c:9]([O:12][CH3:13])[cH:10][c:11]12>>[NH2:1][c:2]1[cH:3][c:4]([N:16]2[CH2:17][c:18]3[cH:19][c:20]([O:34][CH3:35])[c:21]([OH:26])[cH:22][c:23]3[CH2:24][CH2:25]2)[n:5][c:6]2[cH:7][c:8]([O:14][CH3:15])[c:9]([O:12][CH3:13])[cH:10][c:11]12. Reactants: COc1cc(Br)cc(C(C)C)c1, C1CCOC1, [Li]CCCC, CCCCCC, Cl, CN(C)C=O. Yields the product COc1cc(C=O)cc(C(C)C)c1. RXN SMILES: [Br:1][c:2]1[cH:3][c:4]([CH:10]([CH3:11])[CH3:12])[cH:5][c:6]([O:8][CH3:9])[cH:7]1.[CH2:30]1[O:31][CH2:32][CH2:33][CH2:34]1.[CH3:13][CH2:14][CH2:15][CH2:16][Li:17].[CH3:18][CH2:19][CH2:20][CH2:21][CH2:22][CH3:23].[ClH:29].[O:24]=[CH:25][N:26]([CH3:27])[CH3:28]>>[c:2]1([CH:25]=[O:24])[cH:3][c:4]([CH:10]([CH3:11])[CH3:12])[cH:5][c:6]([O:8][CH3:9])[cH:7]1. Starting materials: C(C(=C)C)(=O)OCCCC (n-butyl methacrylate), C(C=C)(=O)OCCCC (n-butyl acrylate), C(C=C)(=O)O (acrylic acid), Cl.Cl.N(=NC(C(=N)N)(C)C)C(C(=N)N)(C)C (2,2′-azobis(2-methylpropionamidine)dihydrochloride), liquid ( A6 ), C(C(=C)C)(=O)OC (methyl methacrylate), C(CCCCCCCCCCC)S (dodecanethiol). Reagents/catalysts: CCCCCCCCCCCCCC[N+](C)(C)C.[Br-] (TTAB), CCCCCCCCCCCCCC[N+](C)(C)C.[Br-] (TTAB). The solvent is O (water), O (water), O (water). Conditions: temperature 65 celsius, time 20 minute. Yields the product C(C=C)(=O)OCCCC.C(C(=C)C)(=O)OC (Methyl Methacrylate-Butyl Acrylate). As a reaction SMILES: [C:1]([O:6][CH2:7][CH2:8][CH2:9][CH3:10])(=[O:5])[C:2](C)=[CH2:3].Cl.Cl.N(C(C)(C)C(N)=N)=NC(C)(C)C(N)=N.[C:27]([O:32][CH3:33])(=[O:31])[C:28]([CH3:30])=[CH2:29].C(OCCCC)(=O)C=C.C(O)(=O)C=C.C(S)CCCCCCCCCCC>CCCCCCCCCCCCCC[N+](C)(C)C.[Br-].O>[C:1]([O:6][CH2:7][CH2:8][CH2:9][CH3:10])(=[O:5])[CH:2]=[CH2:3].[C:27]([O:32][CH3:33])(=[O:31])[C:28]([CH3:30])=[CH2:29] |f:1.2.3,8.9,11.12|. Reported procedure: In a round glass flask are charged 300 parts by weight of deionized water and 1.5 parts by weight of TTAB (tetradecyltrimethylammonium bromide, product of Sigma Aldrich) and nitrogen bubbling is performed for 20 minutes. The temperature is raised to 65° C. under stirring. To the reaction mixture is added 40 parts by weight of an n-butyl methacrylate monomer, followed by stirring for further 20 minutes. After 0.5 part by weight of an initiator “V-50” (trade name of 2,2′-azobis(2-methylpropionamid... Reactants: O (water), ClCC1=C(N=C(O1)C1=CC=C(C=C1)C(F)(F)F)C (5-chloromethyl-4-methyl-2-(4-trifluoromethyl-phenyl)-oxazole), C(=O)([O-])[O-].[Cs+].[Cs+] (Cs2CO3), C(C)OC(COC1=C(C=C(C=C1)S)C)=O ((4-Mercapto-2-methyl-phenoxy)-acetic acid ethyl ester). Solvent: C(C)#N (acetonitrile). Conditions: time 6 hour. The product is C(C)OC(COC1=C(C=C(C=C1)SCC1=C(N=C(O1)C1=CC=C(C=C1)C(F)(F)F)C)C)=O ({2-Methyl-4-[4-methyl-2-(4-trifluoromethyl-phenyl)-oxazol-5-ylmethylsulfanyl]-phenoxy}-acetic acid ethyl ester). The yield is 78.1%. Reaction SMILES: Cl[CH2:2][C:3]1[O:7][C:6]([C:8]2[CH:13]=[CH:12][C:11]([C:14]([F:17])([F:16])[F:15])=[CH:10][CH:9]=2)=[N:5][C:4]=1[CH3:18].C([O-])([O-])=O.[Cs+].[Cs+].[CH2:25]([O:27][C:28](=[O:39])[CH2:29][O:30][C:31]1[CH:36]=[CH:35][C:34]([SH:37])=[CH:33][C:32]=1[CH3:38])[CH3:26].O>C(#N)C>[CH2:25]([O:27][C:28](=[O:39])[CH2:29][O:30][C:31]1[CH:36]=[CH:35][C:34]([S:37][CH2:2][C:3]2[O:7][C:6]([C:8]3[CH:13]=[CH:12][C:11]([C:14]([F:17])([F:16])[F:15])=[CH:10][CH:9]=3)=[N:5][C:4]=2[CH3:18])=[CH:33][C:32]=1[CH3:38])[CH3:26] |f:1.2.3|. Procedure: To a suspension of 5-chloromethyl-4-methyl-2-(4-trifluoromethyl-phenyl)-oxazole (0.30 g, 1.8 mmol) and Cs2CO3 in 8 mL acetonitrile is added (4-Mercapto-2-methyl-phenoxy)-acetic acid ethyl ester (0.25 g, 1.1 mmol). The solution is stirred for 6 hrs and poured into water (50 mL) and extracted with ethyl acetate (3×25 mL). The combined organics are washed with water (10 mL) and brine (30 mL), dried (Na2SO4), filtered and concentrated in vacuo. The crude product is purified using flash column chroma... Reactants: N(=O)[O-].[Na+] (NaNO2), Cl[Sn]Cl (SnCl2), ClC1=C(C=CC(=C1)N)O (2-chloro-4-aminophenol). Solvent: O (water), Cl (HCl), Cl (HCl). Reaction conditions: temperature 22.5 celsius, time 14 hour. Yields the product Cl.ClC=1C=C(C=CC1O)[N+]#N (3-chloro-4-hydroxyphenyldiazonium hydrochloride). Yield: 103.2%. As a reaction SMILES: [Cl:1][C:2]1[CH:7]=[C:6]([NH2:8])[CH:5]=[CH:4][C:3]=1[OH:9].[N:10]([O-])=O.[Na+].Cl[Sn]Cl>Cl.O>[ClH:1].[Cl:1][C:2]1[CH:7]=[C:6]([N+:8]#[N:10])[CH:5]=[CH:4][C:3]=1[OH:9] |f:1.2,6.7|. Procedure: At from −5 to −10° C., a suspension of 123 g (858 mmol) of 2-chloro-4-aminophenol in 190 ml of conc. HCl was added dropwise to a solution of 71 g (1 mol) of NaNO2 in 190 ml of water. At from −5 to −10° C., this suspension was added to a solution of 354 g (1.72 mol) of SnCl2*2H2O in 800 ml of conc. HCl. The mixture was stirred at about 20-25° C. for approximately 14 hours and the crystalline material was filtered off and washed with water. After drying, 85 g of 3-chloro-4-hydroxyphenyldiazonium h... Product: O=C(O)c1ccc2ccsc2n1. The reactants are CCO, [Na+], [OH-], O, N#Cc1ccc2ccsc2n1. As a reaction SMILES: [CH3:14][CH2:15][OH:16].[Na+:2].[OH-:1].[OH2:17].[s:3]1[cH:4][cH:5][c:6]2[c:7]1[n:8][c:9]([C:12]#[N:13])[cH:10][cH:11]2>>[O:1]=[C:12]([c:9]1[n:8][c:7]2[s:3][cH:4][cH:5][c:6]2[cH:11][cH:10]1)[OH:17].